From a dataset of the Open Reaction Database (ORD), a public repository of structured organic reaction records. describe an organic reaction: reactants, conditions, products, and yield The reactants are BrC1=C(C=CC(=N1)CON=C(C1=CC=CC=C1)C1=NN=NN1C)OC (N-[(6-bromo-5-methoxypyridin-2-yl)methoxy]-1-(1-methyl-1H-tetrazol-5-yl)-1-phenylmethanimine), N#N (N2), C(C)N(C(C)C)C(C)C (N-ethyldiisopropylamine), C1(CC1)C#C (cyclopropylacetylene). Reagents/catalysts: C=1C=CC(=CC1)[P](C=2C=CC=CC2)(C=3C=CC=CC3)[Pd]([P](C=4C=CC=CC4)(C=5C=CC=CC5)C=6C=CC=CC6)([P](C=7C=CC=CC7)(C=8C=CC=CC8)C=9C=CC=CC9)[P](C=1C=CC=CC1)(C=1C=CC=CC1)C=1C=CC=CC1 (Tetrakis(triphenylphosphine)palladium), [Cu](I)I (Copper Iodide). Solvent: C1CCOC1 (THF), CCOC(=O)C (EtOAc). Conditions: time 1200 second. Yields the product C1(CC1)C#CC1=C(C=CC(=N1)CON=C(C1=CC=CC=C1)C1=NN=NN1C)OC (N-{[6-(cyclopropylethynyl)-5-methoxypyridin-2-yl]methoxy}-1-(1-methyl-1H-tetrazol-5-yl)-1-phenylmethanimine). Yield: 57.4%. RXN SMILES: Br[C:2]1[N:7]=[C:6]([CH2:8][O:9][N:10]=[C:11]([C:18]2[N:22]([CH3:23])[N:21]=[N:20][N:19]=2)[C:12]2[CH:17]=[CH:16][CH:15]=[CH:14][CH:13]=2)[CH:5]=[CH:4][C:3]=1[O:24][CH3:25].N#N.[CH:28]1([C:31]#[CH:32])[CH2:30][CH2:29]1.C(N(C(C)C)C(C)C)C>C1COCC1.CCOC(C)=O.[Cu](I)I.C1C=CC([P]([Pd]([P](C2C=CC=CC=2)(C2C=CC=CC=2)C2C=CC=CC=2)([P](C2C=CC=CC=2)(C2C=CC=CC=2)C2C=CC=CC=2)[P](C2C=CC=CC=2)(C2C=CC=CC=2)C2C=CC=CC=2)(C2C=CC=CC=2)C2C=CC=CC=2)=CC=1>[CH:28]1([C:31]#[C:32][C:2]2[N:7]=[C:6]([CH2:8][O:9][N:10]=[C:11]([C:18]3[N:22]([CH3:23])[N:21]=[N:20][N:19]=3)[C:12]3[CH:17]=[CH:16][CH:15]=[CH:14][CH:13]=3)[CH:5]=[CH:4][C:3]=2[O:24][CH3:25])[CH2:30][CH2:29]1 |^1:59,61,80,99|. Procedure: To a stirred solution of N-[(6-bromo-5-methoxypyridin-2-yl)methoxy]-1-(1-methyl-1H-tetrazol-5-yl)-1-phenylmethanimine (0.150 g, 0.372 mmol, 1 eq.) in 2 ml dry THF “degassed” with N2, was added cyclopropylacetylene (0.073 g, 1.11 mmol, 3 eq.) followed by N-ethyldiisopropylamine (0.191 g, 1.48 mmol, 4 eq.), Copper Iodide (0.010 g, 0.056 mmol, 0.15 eq.) and Tetrakis(triphenylphosphine)palladium (0.042 g, 0.037 mmol, 0.1 eq.). The reaction was microwaved 120° C./normal/fixed hold/pre stir 100 s for ... The reactants are O (water), BrC1=CC=C(C=C1)C1=COC2=CC(=C(C=C2C1=O)Cl)O (3-(4-Bromo-phenyl)-6-chloro-7-hydroxy-chromen-4-one), C1N2CN3CN1CN(C2)C3 (hexamethylene tetramine), C(C)(=O)O (acetic acid), Cl (HCl). Run at temperature 100 celsius. The product is BrC1=CC=C(C=C1)C1=COC2=C(C(=C(C=C2C1=O)Cl)O)C=O (3-(4-Bromo-phenyl)-6-chloro-7-hydroxy-4-oxo-4H-chromene-8-carbaldehyde). RXN SMILES: [Br:1][C:2]1[CH:7]=[CH:6][C:5]([C:8]2[C:17](=[O:18])[C:16]3[C:11](=[CH:12][C:13]([OH:20])=[C:14]([Cl:19])[CH:15]=3)[O:10][CH:9]=2)=[CH:4][CH:3]=1.C1N2CN3CN(C2)CN1C3.Cl.O.[C:33](O)(=[O:35])C>>[Br:1][C:2]1[CH:3]=[CH:4][C:5]([C:8]2[C:17](=[O:18])[C:16]3[C:11](=[C:12]([CH:33]=[O:35])[C:13]([OH:20])=[C:14]([Cl:19])[CH:15]=3)[O:10][CH:9]=2)=[CH:6][CH:7]=1. Procedure: 3-(4-Bromo-phenyl)-6-chloro-7-hydroxy-chromen-4-one (0.35 g, 1 mmol) and hexamethylene tetramine (0.14 g, 1 mmol) were dissolved in glacial acetic acid (20 ml) and heated overnight at 100° C. Warm 6M HCl (10 ml) was added and the mixture heated for a further hour before being poured in to water. The precipitate formed was filtered, washed and dried to provide the pure desired product as a pale brown solid. The reactants are C(C)(C)(C)OC(=O)N1CCC(CC1)C(=O)N1C[C@H]([C@@H](C1)N(C(=O)OC1=CC=C(C=C1)F)CC)C1=CC=C(C=C1)Cl (4-{(3R,4S)-3-(4-Chloro-phenyl)-4-[ethyl-(4-fluoro-phenoxycarbonyl)-amino]-pyrrolidine-1-carbonyl}-piperidine-1-carboxylic acid tert-butyl ester), C(=O)(C(F)(F)F)O (TFA). The product is FC1=CC=C(C=C1)OC(N(CC)[C@@H]1CN(C[C@H]1C1=CC=C(C=C1)Cl)C(=O)C1CCNCC1)=O ([(3S,4R)-4-(4-Chloro-phenyl)-1-(piperidine-4-carbonyl)-pyrrolidin-3-yl]-ethyl-carbamic acid 4-fluoro-phenyl ester). As a reaction SMILES: C(OC([N:8]1[CH2:13][CH2:12][CH:11]([C:14]([N:16]2[CH2:20][C@@H:19]([N:21]([CH2:32][CH3:33])[C:22]([O:24][C:25]3[CH:30]=[CH:29][C:28]([F:31])=[CH:27][CH:26]=3)=[O:23])[C@H:18]([C:34]3[CH:39]=[CH:38][C:37]([Cl:40])=[CH:36][CH:35]=3)[CH2:17]2)=[O:15])[CH2:10][CH2:9]1)=O)(C)(C)C.C(O)(C(F)(F)F)=O>>[F:31][C:28]1[CH:29]=[CH:30][C:25]([O:24][C:22](=[O:23])[N:21]([C@H:19]2[C@H:18]([C:34]3[CH:39]=[CH:38][C:37]([Cl:40])=[CH:36][CH:35]=3)[CH2:17][N:16]([C:14]([CH:11]3[CH2:12][CH2:13][NH:8][CH2:9][CH2:10]3)=[O:15])[CH2:20]2)[CH2:32][CH3:33])=[CH:26][CH:27]=1. Reported procedure: In analogy to the procedure described for the synthesis of [(3R,4S)-4-(4-Chloro-phenyl)-1-(piperidine-4-carbonyl)-pyrrolidin-3-yl]-ethyl-carbamic acid 4-fluoro-phenyl ester the title compound was prepared from 4-{(3R,4S)-3-(4-Chloro-phenyl)-4-[ethyl-(4-fluoro-phenoxycarbonyl)-amino]-pyrrolidine-1-carbonyl}-piperidine-1-carboxylic acid tert-butyl ester through cleavage of the protecting group with TFA. The title compound was obtained as yellow foam. MS m/e: 474.3 [M+H]+. The reactants are CCO, O=[N+]([O-])c1cccc(Cl)c1F, CCOC(=O)c1cc(CC)sc1N. Yields the product CCOC(=O)c1cc(CC)sc1Nc1c(Cl)cccc1[N+](=O)[O-]. RXN SMILES: [CH3:25][CH2:26][OH:27].[Cl:14][c:15]1[c:16]([F:24])[c:17]([N+:21](=[O:22])[O-:23])[cH:18][cH:19][cH:20]1.[NH2:1][c:2]1[s:3][c:4]([CH2:12][CH3:13])[cH:5][c:6]1[C:7](=[O:8])[O:9][CH2:10][CH3:11]>>[NH:1]([c:2]1[s:3][c:4]([CH2:12][CH3:13])[cH:5][c:6]1[C:7](=[O:8])[O:9][CH2:10][CH3:11])[c:16]1[c:15]([Cl:14])[cH:20][cH:19][cH:18][c:17]1[N+:21](=[O:22])[O-:23].